This data is from the Open Reaction Database (ORD), a public repository of structured organic reaction records. The task is: describe an organic reaction: reactants, conditions, products, and yield Yields the product ICC(OCC)OCC (2-iodo-1,1-diethoxyethane). Procedure: To a solution of sodium bicarbonate (426.2 g, 5074 mmol) in acetone was added sodium iodide (760.3 g, 5074 mmol) and 2-bromo-1,1-diethoxyethane (500 g, 2537 mmol). The reaction mixture was allowed to reflux for 8 hours. The reaction mixture was then filtered and the solvent evaporated. Ether was added and the reaction mixture filtered again. The ether was evaporated, leaving the title compound, 2-iodo-1,1-diethoxyethane, as an oil, which was further purified by column chromatography. Starting materials: C([O-])(O)=O.[Na+] (sodium bicarbonate), [I-].[Na+] (sodium iodide), BrCC(OCC)OCC (2-bromo-1,1-diethoxyethane). RXN SMILES: C(=O)(O)[O-].[Na+].[I-:6].[Na+].Br[CH2:9][CH:10]([O:14][CH2:15][CH3:16])[O:11][CH2:12][CH3:13]>CC(C)=O>[I:6][CH2:9][CH:10]([O:14][CH2:15][CH3:16])[O:11][CH2:12][CH3:13] |f:0.1,2.3|. The solvent is CC(=O)C (acetone). The reactants are C(C1=CC=CC=C1)OC(=O)N1CCC(CC1)NC1=C(C=C(C=C1)N1C(O[C@H](C1)CNC(C)=O)=O)F (4-{4-[(5S)-5-(acetylamino-methyl)-2-oxo-oxazolidin-3-yl]-2-fluoro-phenylamino}-piperidine-1-carboxylic acid benzyl ester). The reagents and catalysts are [Pd] (Pd/C). Run in C(Cl)Cl.C(=O)(C(F)(F)F)O (CH2Cl2 TFA). Run at time 4 hour. Product: FC=1C=C(C=CC1NC1CCNCC1)N1C(O[C@H](C1)CNC(C)=O)=O (N-{(5S)-3-[3-Fluoro-4-(piperidin 4-ylamino)-phenyl]-2-oxo-oxazolidin-5-yl methyl}-acetamide). Reaction SMILES: C(OC([N:11]1[CH2:16][CH2:15][CH:14]([NH:17][C:18]2[CH:23]=[CH:22][C:21]([N:24]3[CH2:28][C@H:27]([CH2:29][NH:30][C:31](=[O:33])[CH3:32])[O:26][C:25]3=[O:34])=[CH:20][C:19]=2[F:35])[CH2:13][CH2:12]1)=O)C1C=CC=CC=1>C(Cl)Cl.C(O)(C(F)(F)F)=O.[Pd]>[F:35][C:19]1[CH:20]=[C:21]([N:24]2[CH2:28][C@H:27]([CH2:29][NH:30][C:31](=[O:33])[CH3:32])[O:26][C:25]2=[O:34])[CH:22]=[CH:23][C:18]=1[NH:17][CH:14]1[CH2:15][CH2:16][NH:11][CH2:12][CH2:13]1 |f:1.2|. Reported procedure: A suspension of 480 mg (1 mmol) 4-{4-[(5S)-5-(acetylamino-methyl)-2-oxo-oxazolidin-3-yl]-2-fluoro-phenylamino}-piperidine-1-carboxylic acid benzyl ester and Pd/C in 2 ml of a methanol/acetic acid 1/1 mixture was stirred under H2 for 4 h. The Pd/C was filtered and the filtrate was evaporated to dryness.